From a dataset of the Open Reaction Database (ORD), a public repository of structured organic reaction records. describe an organic reaction: reactants, conditions, products, and yield Reactants: CNC(C1=CC=CC=C1)=O (N-methylbenzamide), C[O-].[Na+] (sodium methanolate), C[Si](Cl)(OCC)OCC (methyldiethoxychlorosilane). Run in C1(=CC=CC=C1)C (toluene). Conditions: temperature 70 celsius, time 3 hour. Product: CN(C(C1=CC=CC=C1)=O)C[SiH](OCC)OCC (N-Methylbenzamidomethyldiethoxysilane). Yield: 97.5%. Reaction SMILES: [CH3:1][NH:2][C:3](=[O:10])[C:4]1[CH:9]=[CH:8][CH:7]=[CH:6][CH:5]=1.C[O-].[Na+].[CH3:14][Si:15]([O:20][CH2:21][CH3:22])([O:17][CH2:18][CH3:19])Cl>C1(C)C=CC=CC=1>[CH3:1][N:2]([CH2:14][SiH:15]([O:20][CH2:21][CH3:22])[O:17][CH2:18][CH3:19])[C:3](=[O:10])[C:4]1[CH:9]=[CH:8][CH:7]=[CH:6][CH:5]=1 |f:1.2|. Procedure: In a stirring and distillation apparatus according to Example 1, 202.8 g of N-methylbenzamide (1.5 mole) were dissolved in 1500 g of anhydrous toluene at 65° C., and 321.1 g of sodium methanolate solution (25.25% strength, 1.5 mole) were run in, the process was carried out in accordance with Example 6. Then 259.2 g of methyldiethoxychlorosilane (97% pure 1.49 mole) wer slowly added dropwise, and the bottom temperature was maintained at 70° C., and the mixture was then stirred at this temperature... Reactants: COC1=CC2=C(N=C(N2)SCC2=NC=CC(=C2OC)OCC(F)(F)F)C=C1 (5-Methoxy-2-[[3-methoxy-4-(2,2,2-trifluoroethoxy)pyrid-2-yl]methylthio]benzimidazole), ClC1=CC(=CC=C1)C(=O)OO (m-chloroperbenzoic acid). The solvent is C(Cl)(Cl)Cl (chloroform), C(Cl)(Cl)Cl (chloroform). The product is COC1=CC2=C(N=C(N2)S(=O)CC2=NC=CC(=C2OC)OCC(F)(F)F)C=C1 (5-methoxy-2-[[3-methoxy-4-(2,2,2-trifluoroethoxy)pyrid-2-yl)methylsulfinyl]benzimidazole). The yield is 69.2%. Reaction SMILES: [CH3:1][O:2][C:3]1[CH:27]=[CH:26][C:6]2[N:7]=[C:8]([S:10][CH2:11][C:12]3[C:17]([O:18][CH3:19])=[C:16]([O:20][CH2:21][C:22]([F:25])([F:24])[F:23])[CH:15]=[CH:14][N:13]=3)[NH:9][C:5]=2[CH:4]=1.ClC1C=CC=C(C(OO)=[O:36])C=1>C(Cl)(Cl)Cl>[CH3:1][O:2][C:3]1[CH:27]=[CH:26][C:6]2[N:7]=[C:8]([S:10]([CH2:11][C:12]3[C:17]([O:18][CH3:19])=[C:16]([O:20][CH2:21][C:22]([F:23])([F:25])[F:24])[CH:15]=[CH:14][N:13]=3)=[O:36])[NH:9][C:5]=2[CH:4]=1. Procedure: 5-Methoxy-2-[[3-methoxy-4-(2,2,2-trifluoroethoxy)pyrid-2-yl]methylthio]benzimidazole (989 mg) was dissolved in chloroform (30 ml), to which a solution of m-chloroperbenzoic acid (503 mg) in chloroform (8 ml) was added dropwise under ice-cooling over 5 minutes. The reaction mixture was washed with a saturated aqueous solution of sodium bicarbonate and then a saturated saline, and dried with anhydrous magnesium sulfate. The solvent was evaporated and the residue was purified by column chromatograp... Reactants: FC(C=1C=C(N)C=CC1)(F)F (3-trifluoromethyl aniline), CN(C)C=O (DMF), C(C(=O)Cl)(=O)Cl (oxalyl chloride), C(C1=CC=CC=C1)OC(C(=O)O)OCC1=CC=CC=C1 (dibenzyloxyacetic acid). The reagents and catalysts are CN(C1=CC=NC=C1)C (4-dimethylaminopyridine). Solvent: ClCCl (dichloromethane), O (water). Run at temperature 0 celsius, time 30 minute. Product: C(C1=CC=CC=C1)OC(C(=O)NC1=CC(=CC=C1)C(F)(F)F)OCC1=CC=CC=C1 (2,2-Dibenzyloxy-N-(3-trifluoromethylphenyl)acetamide). Isolated yield 92.1%. As a reaction SMILES: [CH2:1]([O:8][CH:9]([O:13][CH2:14][C:15]1[CH:20]=[CH:19][CH:18]=[CH:17][CH:16]=1)[C:10]([OH:12])=O)[C:2]1[CH:7]=[CH:6][CH:5]=[CH:4][CH:3]=1.CN(C=O)C.C(Cl)(=O)C(Cl)=O.[F:32][C:33]([F:42])([F:41])[C:34]1[CH:35]=[C:36]([CH:38]=[CH:39][CH:40]=1)[NH2:37]>ClCCl.CN(C)C1C=CN=CC=1.O>[CH2:14]([O:13][CH:9]([O:8][CH2:1][C:2]1[CH:3]=[CH:4][CH:5]=[CH:6][CH:7]=1)[C:10]([NH:37][C:36]1[CH:38]=[CH:39][CH:40]=[C:34]([C:33]([F:32])([F:41])[F:42])[CH:35]=1)=[O:12])[C:15]1[CH:20]=[CH:19][CH:18]=[CH:17][CH:16]=1. Reported procedure: A stirred solution of dibenzyloxyacetic acid (4.0 g) in dichloromethane (40 ml) was cooled to 0° C. and treated dropwise with, successively, DMF (100 mg) and oxalyl chloride (2.0 g). After 30 min pyrridine (3.52 g), 3-trifluoromethyl aniline (2.64 g) and 4-dimethylaminopyridine (100 mg) were added. The mixture was stirred at 0° C. for a further 30 min then allowed to warm to room temperature. After 3 hours the mixture was poured into water, extracted with ethyl acetate and the extracts washed su... Product: Cl.CN1C(=CC=CC1)C=NO (1-methyl-1,6-dihydropyridine-2-aldoxime hydrochloride). Reported procedure: To 200 ml. of cooled, but freshly boiled methanol, 17.0 g. (0.084 mol) of the hydrochloride form of the precursor compound (1-methyl-2-cyano-1,2,3,6-tetrahydropyridine hydrochloride) obtained earlier was added. The suspension was mixed under nitrogen for 11/2 hours. During that time, a solution was formed and a new product was precipitated. The product was filtered, washed with ether, and dried in vacuo to yield 11.7 g. (80%) of the objective compound (1-methyl-1,6-dihydropyridine-2-aldoxime hyd... The reactants are Cl.CN1C(CC=CC1)C#N (1-methyl-2-cyano-1,2,3,6-tetrahydropyridine hydrochloride), CO (methanol). As a reaction SMILES: [ClH:1].[CH3:2][N:3]1[CH2:8][CH:7]=[CH:6][CH2:5][CH:4]1[C:9]#[N:10].C[OH:12]>>[ClH:1].[CH3:2][N:3]1[CH2:8][CH:7]=[CH:6][CH:5]=[C:4]1[CH:9]=[N:10][OH:12] |f:0.1,3.4|. The reactants are CC1=NC2=CC(=CC=C2C(=C1)N1CCCC1)O (2-methyl-4-pyrrolidin-1-yl-quinolin-7-ol), C(C)I (ethyl iodide). The product is C(C)OC1=CC=C2C(=CC(=NC2=C1)C)N1CCCC1 (7-ethoxy-2-methyl-4-pyrrolidin-1-yl-quinoline). Reaction SMILES: [CH3:1][C:2]1[CH:11]=[C:10]([N:12]2[CH2:16][CH2:15][CH2:14][CH2:13]2)[C:9]2[C:4](=[CH:5][C:6]([OH:17])=[CH:7][CH:8]=2)[N:3]=1.[CH2:18](I)[CH3:19]>>[CH2:18]([O:17][C:6]1[CH:5]=[C:4]2[C:9]([C:10]([N:12]3[CH2:16][CH2:15][CH2:14][CH2:13]3)=[CH:11][C:2]([CH3:1])=[N:3]2)=[CH:8][CH:7]=1)[CH3:19]. Reported procedure: In analogy to example 6 there was prepared: on reaction of 2-methyl-4-pyrrolidin-1-yl-quinolin-7-ol with ethyl iodide, whereby the product was isolated as free base, 7-ethoxy-2-methyl-4-pyrrolidin-1-yl-quinoline as a brown solid. ISP mass spectrum, m/e: 257.1 (M+1 calculated for C16H20N2O: 257).